describe an organic reaction: reactants, conditions, products, and yield From a dataset of the Open Reaction Database (ORD), a public repository of structured organic reaction records. Starting materials: CC(C)(C)C(=O)Cl, CO, OCC1CC=CCC1O, c1ccncc1. Yields the product CC(C)(C)C(=O)OCC1CC=CCC1O. RXN SMILES: [C:1]([C:2]([CH3:3])([CH3:4])[CH3:5])(=[O:6])[Cl:7].[CH3:23][OH:24].[OH:8][CH2:9][CH:10]1[CH:11]([OH:16])[CH2:12][CH:13]=[CH:14][CH2:15]1.[cH:17]1[cH:18][cH:19][n:20][cH:21][cH:22]1>>[C:1]([C:2]([CH3:3])([CH3:4])[CH3:5])(=[O:6])[O:8][CH2:9][CH:10]1[CH:11]([OH:16])[CH2:12][CH:13]=[CH:14][CH2:15]1. Reactants: O=C1NCN(c2ccccc2)C12CCN(C1CCCCCCCCC1)CC2, Cl, BrCCCc1ccccc1. Product: O=C1N(CCCc2ccccc2)CN(c2ccccc2)C12CCN(C1CCCCCCCCC1)CC2, Cl. As a reaction SMILES: [CH:2]1([N:12]2[CH2:13][CH2:14][C:15]3([C:16](=[O:26])[NH:17][CH2:18][N:19]3[c:20]3[cH:21][cH:22][cH:23][cH:24][cH:25]3)[CH2:27][CH2:28]2)[CH2:3][CH2:4][CH2:5][CH2:6][CH2:7][CH2:8][CH2:9][CH2:10][CH2:11]1.[ClH:1].[c:29]1([CH2:35][CH2:36][CH2:37][Br:38])[cH:30][cH:31][cH:32][cH:33][cH:34]1>>[CH:2]1([N:12]2[CH2:13][CH2:14][C:15]3([C:16](=[O:26])[N:17]([CH2:37][CH2:36][CH2:35][c:29]4[cH:30][cH:31][cH:32][cH:33][cH:34]4)[CH2:18][N:19]3[c:20]3[cH:21][cH:22][cH:23][cH:24][cH:25]3)[CH2:27][CH2:28]2)[CH2:3][CH2:4][CH2:5][CH2:6][CH2:7][CH2:8][CH2:9][CH2:10][CH2:11]1.[ClH:1]. Starting materials: O=C([O-])[O-], CC#N, CN1CCNCC1, [K+], [K+], OCCCl. Yields the product CN1CCN(CCO)CC1. As a reaction SMILES: [C:12](=[O:13])([O-:14])[O-:15].[CH3:18][C:19]#[N:20].[CH3:5][N:6]1[CH2:7][CH2:8][NH:9][CH2:10][CH2:11]1.[K+:16].[K+:17].[OH:1][CH2:2][CH2:3][Cl:4]>>[OH:1][CH2:2][CH2:3][N:9]1[CH2:8][CH2:7][N:6]([CH3:5])[CH2:11][CH2:10]1. Starting materials: BrCC(CCC1=CC=CC=C1)=O (1-Bromo-4-phenylbutan-2-one), CSC1CC(N1)=O (4-methylthioazetidin-2-one), [H-].[Na+] (sodium hydride), resultant mixture. The solvent is C1CCOC1 (THF), C1CCOC1 (THF), C1CCOC1 (THF). Conditions: time 15 minute. Product: CSC1CC(N1CC(CCC1=CC=CC=C1)=O)=O (4-methylthio-1-(4-phenyl-2-oxobutyl)azetidin-2-one). Isolated yield 41.0%. Reaction SMILES: [CH3:1][S:2][CH:3]1[NH:6][C:5](=[O:7])[CH2:4]1.[H-].[Na+].Br[CH2:11][C:12](=[O:21])[CH2:13][CH2:14][C:15]1[CH:20]=[CH:19][CH:18]=[CH:17][CH:16]=1>C1COCC1>[CH3:1][S:2][CH:3]1[N:6]([CH2:11][C:12](=[O:21])[CH2:13][CH2:14][C:15]2[CH:20]=[CH:19][CH:18]=[CH:17][CH:16]=2)[C:5](=[O:7])[CH2:4]1 |f:1.2|. Procedure details: A solution of 4-methylthioazetidin-2-one (Clauss K, Grimm D, Prossel G, Anal, 1974, 539) (1.17 g, 0.01 mol) in THF (lOml) was added dropwise over 5 minutes to a suspension of sodium hydride (0.42 g, 0.01 mol) in dry THF (30 ml) under a nitrogen atmosphere at -10° C. The mixture was stirred for 15 minutes whilst keeping the temperature between -5 and -10° C. 1-Bromo-4-phenylbutan-2-one (Tetrahedron, 1970, 26, 5611) (2.27 g, 0.01 mol) in dry THF (10 ml) was added over 5 minutes at -10° C. The resu...